Dataset: the Open Reaction Database (ORD), a public repository of structured organic reaction records. Task: describe an organic reaction: reactants, conditions, products, and yield Reactants: C(C)OC(=O)C1=C(N=C(S1)C1=CC=C(C=C1)OC1=CC=CC=C1)C (4-methyl-2-(4-phenoxy-phenyl)-thiazole-5-carboxylic acid ethyl ester), BrN1C(CCC1=O)=O (N-bromosuccinimide). The reagents and catalysts are C(C1=CC=CC=C1)(=O)OOC(C1=CC=CC=C1)=O (benzoyl peroxide). The solvent is C(Cl)(Cl)(Cl)Cl (carbon tetrachloride). Yields the product C(C)OC(=O)C1=C(N=C(S1)C1=CC=C(C=C1)OC1=CC=CC=C1)CBr (4-Bromomethyl-2-(4-phenoxy-phenyl)-thiazole-5-carboxylic acid ethyl ester). The yield is 97.6%. RXN SMILES: [CH2:1]([O:3][C:4]([C:6]1[S:10][C:9]([C:11]2[CH:16]=[CH:15][C:14]([O:17][C:18]3[CH:23]=[CH:22][CH:21]=[CH:20][CH:19]=3)=[CH:13][CH:12]=2)=[N:8][C:7]=1[CH3:24])=[O:5])[CH3:2].[Br:25]N1C(=O)CCC1=O>C(Cl)(Cl)(Cl)Cl.C(OOC(=O)C1C=CC=CC=1)(=O)C1C=CC=CC=1>[CH2:1]([O:3][C:4]([C:6]1[S:10][C:9]([C:11]2[CH:16]=[CH:15][C:14]([O:17][C:18]3[CH:23]=[CH:22][CH:21]=[CH:20][CH:19]=3)=[CH:13][CH:12]=2)=[N:8][C:7]=1[CH2:24][Br:25])=[O:5])[CH3:2]. Procedure: A mixture of 4-methyl-2-(4-phenoxy-phenyl)-thiazole-5-carboxylic acid ethyl ester (1.40 g, 4.14 mmole), N-bromosuccinimide (760 mg, 4.27 mole) and benzoyl peroxide (50 mg, 0.21 mmole) in carbon tetrachloride (18 ml) was refluxed for 8 h before it was cooled to room temperature and partitioned between dichloromethane and water. The organic layer was washed with saturated aqueous sodium bicarbonate solution, brine, dried over anhydrous sodium sulfate and concentrated in vacuo to give the title com...